Dataset: the Open Reaction Database (ORD), a public repository of structured organic reaction records. Task: describe an organic reaction: reactants, conditions, products, and yield Reactants: CCOP(=O)(CC#N)OCC, C1CCOC1, COc1cc(OC)cc(C(=O)c2cc(OC)ccc2OC)c1, C[Si](C)(C)[N-][Si](C)(C)C, [Li+], COc1cc(OC)cc(C(=CC#N)c2ccc3c(c2)OCCO3)c1. Yields the product COc1cc(OC)cc(C(=CC#N)c2cc(OC)ccc2OC)c1. RXN SMILES: [CH2:23]([O:24][P:25](=[O:26])([O:27][CH2:28][CH3:29])[CH2:31][C:32]#[N:33])[CH3:30].[CH2:68]1[O:69][CH2:70][CH2:71][CH2:72]1.[CH3:1][O:2][c:3]1[c:4]([C:11](=[O:12])[c:13]2[cH:14][c:15]([O:21][CH3:22])[cH:16][c:17]([O:19][CH3:20])[cH:18]2)[cH:5][c:6]([O:9][CH3:10])[cH:7][cH:8]1.[CH3:34][Si:35]([N-:36][Si:37]([CH3:38])([CH3:39])[CH3:40])([CH3:41])[CH3:42].[Li+:43].[O:44]1[c:45]2[cH:46][cH:47][c:48]([C:49]([c:50]3[cH:51][c:52]([O:53][CH3:54])[cH:55][c:56]([O:57][CH3:58])[cH:59]3)=[CH:60][C:61]#[N:62])[cH:63][c:64]2[O:65][CH2:66][CH2:67]1>>[CH3:1][O:2][c:3]1[c:4]([C:11]([c:13]2[cH:14][c:15]([O:21][CH3:22])[cH:16][c:17]([O:19][CH3:20])[cH:18]2)=[CH:31][C:32]#[N:33])[cH:5][c:6]([O:9][CH3:10])[cH:7][cH:8]1.